The task is: describe an organic reaction: reactants, conditions, products, and yield. This data is from the Open Reaction Database (ORD), a public repository of structured organic reaction records. Reactants: [Al+3], [Al+3], C1CCOC1, CCOCC, [Cl-], [Cl-], [Cl-], N#CCc1ccc(Oc2ccc(C(F)(F)F)cc2)nc1, [H-], [H-], [H-], [H-], [Li+]. The product is NCCc1ccc(Oc2ccc(C(F)(F)F)cc2)nc1. RXN SMILES: [Al+3:2].[Al+3:6].[CH2:36]1[O:37][CH2:38][CH2:39][CH2:40]1.[CH3:31][CH2:32][O:33][CH2:34][CH3:35].[Cl-:1].[Cl-:3].[Cl-:4].[F:11][C:12]([c:13]1[cH:14][cH:15][c:16]([O:17][c:18]2[cH:19][cH:20][c:21]([CH2:24][C:25]#[N:26])[cH:22][n:23]2)[cH:27][cH:28]1)([F:29])[F:30].[H-:10].[H-:5].[H-:8].[H-:9].[Li+:7]>>[F:11][C:12]([c:13]1[cH:14][cH:15][c:16]([O:17][c:18]2[cH:19][cH:20][c:21]([CH2:24][CH2:25][NH2:26])[cH:22][n:23]2)[cH:27][cH:28]1)([F:29])[F:30]. Starting materials: CC(C)C(C=O)N(C)C(=O)OC(C)(C)C, ClCCl, N#CC=P(c1ccccc1)(c1ccccc1)c1ccccc1. The product is CC(C)C(C=CC#N)N(C)C(=O)OC(C)(C)C. As a reaction SMILES: [CH:1](=[O:2])[CH:3]([CH:4]([CH3:5])[CH3:6])[N:7]([C:8]([O:9][C:10]([CH3:11])([CH3:12])[CH3:13])=[O:14])[CH3:15].[Cl:38][CH2:39][Cl:40].[c:16]1([P:17]([c:18]2[cH:19][cH:20][cH:21][cH:22][cH:23]2)([c:24]2[cH:25][cH:26][cH:27][cH:28][cH:29]2)=[CH:35][C:36]#[N:37])[cH:30][cH:31][cH:32][cH:33][cH:34]1>>[CH:1]([CH:3]([CH:4]([CH3:5])[CH3:6])[N:7]([C:8]([O:9][C:10]([CH3:11])([CH3:12])[CH3:13])=[O:14])[CH3:15])=[CH:35][C:36]#[N:37]. Starting materials: mesyloxy, C1(C=CC(N1)=O)=O (maleimide), ( a ), OC1=C2C(CC2)=CC=C1 (4-hydroxybenzocyclobutene), S(=O)(=O)(C)Cl (mesyl chloride). The solvent is N1=CC=CC=C1 (pyridine), N1=CC=CC=C1 (pyridine). Product: S(=O)(=O)(C)OC1=C2C(CC2)=CC=C1 (4-Mesyloxybenzocyclobutene), 4-(N-maleimidyl)benzocyclobutene. RXN SMILES: [OH:1][C:2]1[CH:9]=[CH:8][CH:7]=[C:4]2[CH2:5][CH2:6][C:3]=12.[S:10](Cl)([CH3:13])(=[O:12])=[O:11].C1(=O)NC(=O)C=C1>N1C=CC=CC=1>[S:10]([O:1][C:2]1[CH:9]=[CH:8][CH:7]=[C:4]2[CH2:5][CH2:6][C:3]=12)([CH3:13])(=[O:12])=[O:11]. Procedure details: 4-Mesyloxybenzocyclobutene is prepared by reaction between 4-hydroxybenzocyclobutene and mesyl chloride (methanesulfonyl chloride) in pyridine, using excess pyridine as solvent. The mesyloxy compound is reacted with maleimide, otherwise as in paragraph (a), to produce 4-(N-maleimidyl)benzocyclobutene, which is hydrolyzed with hydrazine hydrate to 4-aminobenzocyclobutene, otherwise as in paragraph (b). As a reaction SMILES: OC(C(F)(F)F)=O.[NH:8]1[CH2:11][CH:10]([NH:12][C:13](=[O:30])[CH2:14][NH:15][C:16]2[C:24]3[C:19](=[CH:20][CH:21]=[C:22]([C:25]([F:28])([F:27])[F:26])[CH:23]=3)[N:18]([CH3:29])[N:17]=2)[CH2:9]1.[CH3:31][N:32]([CH3:47])[C:33]1[CH:34]=[C:35]([C:39]2([OH:46])[CH2:44][CH2:43][C:42](=O)[CH2:41][CH2:40]2)[CH:36]=[CH:37][CH:38]=1>>[CH3:31][N:32]([CH3:47])[C:33]1[CH:34]=[C:35]([C:39]2([OH:46])[CH2:44][CH2:43][CH:42]([N:8]3[CH2:9][CH:10]([NH:12][C:13](=[O:30])[CH2:14][NH:15][C:16]4[C:24]5[C:19](=[CH:20][CH:21]=[C:22]([C:25]([F:27])([F:26])[F:28])[CH:23]=5)[N:18]([CH3:29])[N:17]=4)[CH2:11]3)[CH2:41][CH2:40]2)[CH:36]=[CH:37][CH:38]=1 |f:0.1|. Reported procedure: The title compound was prepared as a white solid from reaction of N-azetidin-3-yl-2-(1-methyl-5-trifluoromethyl-1H-indazol-3-ylamino)-acetamide TFA salt (as prepared in Example 18, Step D) and 4-(3-dimethylamino-phenyl)-4-hydroxy-cyclohexanone using the procedure described in Step E of Example 1. Yields the product CN(C=1C=C(C=CC1)C1(CCC(CC1)N1CC(C1)NC(CNC1=NN(C2=CC=C(C=C12)C(F)(F)F)C)=O)O)C (N-{1-[4-(3-Dimethylamino-phenyl)-4-hydroxy-cyclohexyl]-azetidin-3-yl}-2-(1-methyl-5-trifluoromethyl-1H-indazol-3-ylamino)-acetamide). Starting materials: OC(=O)C(F)(F)F.N1CC(C1)NC(CNC1=NN(C2=CC=C(C=C12)C(F)(F)F)C)=O (N-Azetidin-3-yl-2-(1-methyl-5-trifluoromethyl-1H-indazol-3-ylamino)-acetamide TFA salt), CN(C=1C=C(C=CC1)C1(CCC(CC1)=O)O)C (4-(3-dimethylamino-phenyl)-4-hydroxy-cyclohexanone).